From a dataset of the Open Reaction Database (ORD), a public repository of structured organic reaction records. describe an organic reaction: reactants, conditions, products, and yield Reactants: [Br-], COC1CNCCC1NC(=O)c1ccccc1, CC(=O)CC(C)C, [I-], [K+], [Na+], [Na+], O=C([O-])[O-], C[N+](C)=C1OCCC1(c1ccccc1)c1ccccc1. The product is COC1CN(CCC(C(=O)N(C)C)(c2ccccc2)c2ccccc2)CCC1NC(=O)c1ccccc1. As a reaction SMILES: [Br-:1].[CH3:22][O:23][CH:24]1[CH2:25][NH:26][CH2:27][CH2:28][CH:29]1[NH:30][C:31]([c:32]1[cH:33][cH:34][cH:35][cH:36][cH:37]1)=[O:38].[CH3:47][CH:48]([CH3:49])[CH2:50][C:51](=[O:52])[CH3:53].[I-:46].[K+:45].[Na+:39].[Na+:40].[O-:41][C:42](=[O:43])[O-:44].[c:2]1([C:8]2([c:16]3[cH:17][cH:18][cH:19][cH:20][cH:21]3)[C:9](=[N+:13]([CH3:14])[CH3:15])[O:10][CH2:11][CH2:12]2)[cH:3][cH:4][cH:5][cH:6][cH:7]1>>[c:2]1([C:8]([C:9](=[O:10])[N:13]([CH3:14])[CH3:15])([CH2:12][CH2:11][N:26]2[CH2:25][CH:24]([O:23][CH3:22])[CH:29]([NH:30][C:31]([c:32]3[cH:33][cH:34][cH:35][cH:36][cH:37]3)=[O:38])[CH2:28][CH2:27]2)[c:16]2[cH:17][cH:18][cH:19][cH:20][cH:21]2)[cH:3][cH:4][cH:5][cH:6][cH:7]1. The reactants are [N+](=O)([O-])C1=C(C=C(NC(C(C)C)=O)C=C1)C(F)(F)F (4'-nitro-3'-trifluoromethylisobutyranilide). Reagents/catalysts: [Pd] (palladium on charcoal). Solvent: C(C)O (ethanol). Yields the product NC1=C(C=C(NC(C(C)C)=O)C=C1)C(F)(F)F (4'-amino-3'-trifluoromethylisobutyranilide). Reaction SMILES: [N+:1]([C:4]1[CH:15]=[CH:14][C:7]([NH:8][C:9](=[O:13])[CH:10]([CH3:12])[CH3:11])=[CH:6][C:5]=1[C:16]([F:19])([F:18])[F:17])([O-])=O>[Pd].C(O)C>[NH2:1][C:4]1[CH:15]=[CH:14][C:7]([NH:8][C:9](=[O:13])[CH:10]([CH3:12])[CH3:11])=[CH:6][C:5]=1[C:16]([F:17])([F:18])[F:19]. Reported procedure: Hydrogenate, at approximately 3 atmospheres, a mixture of 8.3 g. of 4'-nitro-3'-trifluoromethylisobutyranilide in 100 ml. of ethanol containing 0.5 g. of 5% palladium on charcoal. Filter and remove the solvent, obtaining 4'-amino-3'-trifluoromethylisobutyranilide, m.p. 114.5°-116° C. Reactants: CCO (EtOH), BrC=1C=CC(=C(C1)C(C)=O)O (1-(5-bromo-2-hydroxy-phenyl)-ethanone), ClC1=CC=C(C=O)C=C1 (4-chloro-benzaldehyde), borax. Solvent: O (H2O), CCOC(=O)C (EtOAc). The product is BrC=1C=C2C(CC(OC2=CC1)C1=CC=C(C=C1)Cl)=O (6-bromo-2-(4-chloro-phenyl)-chroman-4-one). Isolated yield 89.2%. As a reaction SMILES: [Br:1][C:2]1[CH:3]=[CH:4][C:5]([OH:11])=[C:6]([C:8](=[O:10])[CH3:9])[CH:7]=1.[Cl:12][C:13]1[CH:20]=[CH:19][C:16]([CH:17]=O)=[CH:15][CH:14]=1.CCO>O.CCOC(C)=O>[Br:1][C:2]1[CH:7]=[C:6]2[C:5](=[CH:4][CH:3]=1)[O:11][CH:17]([C:16]1[CH:19]=[CH:20][C:13]([Cl:12])=[CH:14][CH:15]=1)[CH2:9][C:8]2=[O:10]. Procedure details: A mixture of 1-(5-bromo-2-hydroxy-phenyl)-ethanone (6 g, 28 mmol), 4-chloro-benzaldehyde (3.92 g, 28 mmol), and borax (10H2O, 10.67 g, 28 mmol) in H2O (60 mL) and EtOH (36 mL) was stirred at 110° C. overnight. The mixture was filtered to give a solid cake. The cake was dissolved in EtOAc and filtered. The filtrate was dried, filtered, and concentrated to give 6-bromo-2-(4-chloro-phenyl)-chroman-4-one (8.43 g, 89%). 1H-NMR (CDCl3): 2.88 (m, 1H), 3.04 (m, 1H), 5.44 (m, 1H), 6.94 (m, 1H), 7.39 (m, ... The reactants are ClC1=C(C(=O)OC)C=C(C=C1)OCC(F)F (methyl 2-chloro-5-(2,2-difluoroethoxy)benzoate), [OH-].[Li+] (lithium hydroxide), Cl (hydrochloric acid). Run in CO (MeOH). Conditions: time 12 hour. Yields the product ClC1=C(C(=O)O)C=C(C=C1)OCC(F)F (2-Chloro-5-(2,2-difluoroethoxy)benzoic acid). Isolated yield 53.9%. RXN SMILES: [Cl:1][C:2]1[CH:11]=[CH:10][C:9]([O:12][CH2:13][CH:14]([F:16])[F:15])=[CH:8][C:3]=1[C:4]([O:6]C)=[O:5].[OH-].[Li+].Cl>CO>[Cl:1][C:2]1[CH:11]=[CH:10][C:9]([O:12][CH2:13][CH:14]([F:15])[F:16])=[CH:8][C:3]=1[C:4]([OH:6])=[O:5] |f:1.2|. Procedure: To a solution of methyl 2-chloro-5-(2,2-difluoroethoxy)benzoate (55 mg) in MeOH (1 mL) was added 1M aqueous lithium hydroxide (0.88 mL), and the solution was stirred at room temperature for 12 hours. The reaction mixture was stirred under ice-cooling, 2M hydrochloric acid was added slowly to acidify to pH 2-3, and the precipitated solid was filtered. The solid was washed sequentially with a small amount of water and diethyl ether, and dried under reduced pressure to obtain the titled compound (2... Starting materials: C(C(=O)Cl)(=O)Cl (Oxalyl chloride), O=C1N(CCC1)CC(=O)N (2-(2-oxopyrrolidin-1-yl)acetamide), CN(C=O)C (Dimethylformamide), N1=CC=CC=C1 (pyridine). The solvent is C(C)#N (acetonitrile), C(C)#N (acetonitrile), C(C)#N (acetonitrile). Reaction conditions: temperature 0 celsius, time 30 minute. Product: O=C1N(CCC1)CC#N (2-(2-Oxopyrrolidin-1-yl)acetonitrile). Reaction SMILES: CN(C)C=O.C(Cl)(=O)C(Cl)=O.[O:12]=[C:13]1[CH2:17][CH2:16][CH2:15][N:14]1[CH2:18][C:19]([NH2:21])=O.N1C=CC=CC=1>C(#N)C>[O:12]=[C:13]1[CH2:17][CH2:16][CH2:15][N:14]1[CH2:18][C:19]#[N:21]. Reported procedure: Dimethylformamide (4.65 mL, 60 mmol) was taken up in acetonitrile (100 mL) and the solution cooled to 0° C. with an ice bath. Oxalyl chloride (4.8 mL, 55 mmol), diluted with acetonitrile (20 mL) was added to the reaction dropwise. The mixture was stirred for 30 min, then 2-(2-oxopyrrolidin-1-yl)acetamide (7.11 g, 50 mmol) in 30 mL of acetonitrile was added slowly to the reaction. The mixture was allowed to stir for 30 min and pyridine (6.1 mL, 100 mmol) was added to the reaction in one portion. ... Reactants: CCCCc1nc(CO)c[nH]1, CCO, O=C1CCC(=O)N1I, O. The product is CCCCc1nc(I)c(CO)[nH]1. As a reaction SMILES: [CH2:9]([CH2:10][CH2:11][CH3:12])[c:13]1[nH:14][cH:15][c:16]([CH2:18][OH:19])[n:17]1.[CH3:20][CH2:21][OH:22].[I:1][N:2]1[C:3](=[O:4])[CH2:5][CH2:6][C:7]1=[O:8].[OH2:23]>>[I:1][c:15]1[n:14][c:13]([CH2:9][CH2:10][CH2:11][CH3:12])[nH:17][c:16]1[CH2:18][OH:19].